describe an organic reaction: reactants, conditions, products, and yield From a dataset of the Open Reaction Database (ORD), a public repository of structured organic reaction records. Reactants: COC(C(=O)OC)OC (methyl dimethoxyacetate), CC(C1=CC=CC=C1)N (α-methylbenzylamine). Run in CCCCCC (hexane). Run at temperature 40 celsius, time 4 day. The product is COC(C(=O)NC(C)C1=CC=CC=C1)OC (2,2-Dimethoxy-N-(1-phenylethyl)-acetamide). Reaction SMILES: [CH3:1][O:2][CH:3]([O:8][CH3:9])[C:4](OC)=[O:5].[CH3:10][CH:11]([NH2:18])[C:12]1[CH:17]=[CH:16][CH:15]=[CH:14][CH:13]=1>CCCCCC>[CH3:1][O:2][CH:3]([O:8][CH3:9])[C:4]([NH:18][CH:11]([C:12]1[CH:17]=[CH:16][CH:15]=[CH:14][CH:13]=1)[CH3:10])=[O:5]. Procedure details: A mixture of methyl dimethoxyacetate (2.10 g, 15.6 mmol) and α-methylbenzylamine (1.90 g, 15.7 mmol) was stirred at ambient temperature for 5 d and at 40° C. for 4 d. To the reaction mixture was added hexane (5 mL), and the mixture was sonicated. Two layers formed, but no solid precipitated, even upon cooling, and the hexane layer was withdrawn with a pipette. This was repeated twice. The residue was dissolved in EtOAc (≈100 mL), and the solution was washed with aqueous solutions of NH4Cl, NaHCO... Starting materials: COc1ccccc1, CCOC(=O)Cc1cc(Cl)c(NC(=O)c2nn(Cc3ccc(OC)cc3)c3ccccc23)cc1F, O=C(O)C(F)(F)F. Product: CCOC(=O)Cc1cc(Cl)c(NC(=O)c2n[nH]c3ccccc23)cc1F. As a reaction SMILES: [CH3:1][O:2][c:3]1[cH:4][cH:5][cH:6][cH:7][cH:8]1.[Cl:9][c:10]1[c:11]([NH:23][C:24](=[O:25])[c:26]2[n:27][n:28]([CH2:35][c:36]3[cH:37][cH:38][c:39]([O:40][CH3:41])[cH:42][cH:43]3)[c:29]3[cH:30][cH:31][cH:32][cH:33][c:34]23)[cH:12][c:13]([F:22])[c:14]([CH2:16][C:17](=[O:18])[O:19][CH2:20][CH3:21])[cH:15]1.[OH:44][C:45]([C:46]([F:47])([F:48])[F:49])=[O:50]>>[Cl:9][c:10]1[c:11]([NH:23][C:24](=[O:25])[c:26]2[n:27][nH:28][c:29]3[cH:30][cH:31][cH:32][cH:33][c:34]23)[cH:12][c:13]([F:22])[c:14]([CH2:16][C:17](=[O:18])[O:19][CH2:20][CH3:21])[cH:15]1.